This data is from the Open Reaction Database (ORD), a public repository of structured organic reaction records. The task is: describe an organic reaction: reactants, conditions, products, and yield Starting materials: CCCCCCCCCCCCCCCCCCC1CNc2ccc(C(=O)OC)cc21, CCO, [K+], [OH-], O. The product is CCCCCCCCCCCCCCCCCCC1CNc2ccc(C(=O)O)cc21. RXN SMILES: [CH2:1]([CH2:2][CH2:3][CH2:4][CH2:5][CH2:6][CH2:7][CH2:8][CH2:9][CH2:10][CH2:11][CH2:12][CH2:13][CH2:14][CH2:15][CH2:16][CH2:17][CH3:18])[CH:19]1[CH2:20][NH:21][c:22]2[cH:23][cH:24][c:25]([C:28](=[O:29])[O:30][CH3:31])[cH:26][c:27]21.[CH3:34][CH2:35][OH:36].[K+:33].[OH-:32].[OH2:37]>>[CH2:1]([CH2:2][CH2:3][CH2:4][CH2:5][CH2:6][CH2:7][CH2:8][CH2:9][CH2:10][CH2:11][CH2:12][CH2:13][CH2:14][CH2:15][CH2:16][CH2:17][CH3:18])[CH:19]1[CH2:20][NH:21][c:22]2[cH:23][cH:24][c:25]([C:28](=[O:29])[OH:30])[cH:26][c:27]21.